The task is: describe an organic reaction: reactants, conditions, products, and yield. This data is from the Open Reaction Database (ORD), a public repository of structured organic reaction records. The yield is 88.0%. Procedure: Using the above described procedure of Example 1, glucose (Example 2) was cleanly decarbonylated by one equivalent of chlorotris(triphenylphosphine)rhodium to yield arabinitol (88%) in about 4 hours. Similarly, arabinose (Example 3) yielded erythritol (84%). Glyceraldehyde (Example 4), which has a higher free aldehyde content (ca. 2% in aqueous solution at room temperature), yielded ethylene glycol (95%) in just 30 minutes under the same conditions. Similar results were observed with glycol alde... The reactants are O=C[C@H](O)[C@@H](O)[C@H](O)[C@H](O)CO (glucose). RXN SMILES: [O:1]=[CH:2][C@@H:3]([C@H:5]([C@@H:7]([C@@H:9](CO)[OH:10])[OH:8])[OH:6])[OH:4]>C1C=CC(P(C2C=CC=CC=2)C2C=CC=CC=2)=CC=1.C1C=CC(P(C2C=CC=CC=2)C2C=CC=CC=2)=CC=1.C1C=CC(P(C2C=CC=CC=2)C2C=CC=CC=2)=CC=1.[Cl-].[Rh]>[CH2:2]([OH:1])[C@H:3]([C@@H:5]([C@@H:7]([CH2:9][OH:10])[OH:8])[OH:6])[OH:4] |f:1.2.3.4.5|. Yields the product C([C@@H](O)[C@H](O)[C@H](O)CO)O (arabinitol). The reagents and catalysts are C1=CC=C(C=C1)P(C2=CC=CC=C2)C3=CC=CC=C3.C1=CC=C(C=C1)P(C2=CC=CC=C2)C3=CC=CC=C3.C1=CC=C(C=C1)P(C2=CC=CC=C2)C3=CC=CC=C3.[Cl-].[Rh] (chlorotris(triphenylphosphine)rhodium). Starting materials: ClC=1C=CC=2N(N1)C(=CN2)C2=CC(=CC=C2)OC(F)(F)F (6-chloro-3-(3-(trifluoromethoxy)phenyl)imidazo[1,2-b]pyridazine), C1(CCCCC1)(O)O (cyclohexanediol), CC(C)([O-])C.[K+] (potassium tertiary butoxide), C=1C=CC(=CC1)P(C=2C=CC=CC2)C3=CC=C4C=CC=CC4=C3C5=C6C=CC=CC6=CC=C5P(C=7C=CC=CC7)C=8C=CC=CC8 (rac-BINAP). Reagents/catalysts: C=1C=CC(=CC1)/C=C/C(=O)/C=C/C2=CC=CC=C2.C=1C=CC(=CC1)/C=C/C(=O)/C=C/C2=CC=CC=C2.C=1C=CC(=CC1)/C=C/C(=O)/C=C/C2=CC=CC=C2.[Pd].[Pd] (Pd2(dba)3). Run in CO.C(Cl)Cl (methanol DCM), C1(=CC=CC=C1)C (toluene). Reaction conditions: temperature 120 celsius. Product: FC(OC=1C=C(C=CC1)C1=CN=C2N1N=C(C=C2)OC2CCC(CC2)O)(F)F (4-((3-(3-(trifluoromethoxy)phenyl)imidazo[1,2-b]pyridazin-6-yl)oxy)cyclohexanol). Yield: 13.2%. As a reaction SMILES: Cl[C:2]1[CH:3]=[CH:4][C:5]2[N:6]([C:8]([C:11]3[CH:16]=[CH:15][CH:14]=[C:13]([O:17][C:18]([F:21])([F:20])[F:19])[CH:12]=3)=[CH:9][N:10]=2)[N:7]=1.[C:22]1([OH:29])(O)[CH2:27][CH2:26][CH2:25][CH2:24][CH2:23]1.CC(C)([O-:33])C.[K+].C1C=CC(P(C2C(C3C(P(C4C=CC=CC=4)C4C=CC=CC=4)=CC=C4C=3C=CC=C4)=C3C(C=CC=C3)=CC=2)C2C=CC=CC=2)=CC=1>C1(C)C=CC=CC=1.C1C=CC(/C=C/C(/C=C/C2C=CC=CC=2)=O)=CC=1.C1C=CC(/C=C/C(/C=C/C2C=CC=CC=2)=O)=CC=1.C1C=CC(/C=C/C(/C=C/C2C=CC=CC=2)=O)=CC=1.[Pd].[Pd].CO.C(Cl)Cl>[F:19][C:18]([F:21])([F:20])[O:17][C:13]1[CH:12]=[C:11]([C:8]2[N:6]3[N:7]=[C:2]([O:29][CH:22]4[CH2:23][CH2:24][CH:25]([OH:33])[CH2:26][CH2:27]4)[CH:3]=[CH:4][C:5]3=[N:10][CH:9]=2)[CH:16]=[CH:15][CH:14]=1 |f:2.3,6.7.8.9.10,11.12|. Reported procedure: A solution of 6-chloro-3-(3-(trifluoromethoxy)phenyl)imidazo[1,2-b]pyridazine (0.3 g, 0.96 mmol) and cyclohexanediol (0.11 g, 0.96 mmol) in toluene 5 mL was added potassium tertiary butoxide (0.165 g, 1.72 mmol), rac-BINAP (36 mg, 0.057 mmol) and Pd2(dba)3 (26 mg, 0.029 mmol) and the mixture was heated at 120° C. for 4 h under microwave irridation. The resulting dark brown solution was cooled down and was concentrated under reduced pressure. The solid was further purified by using combiflash chr... Starting materials: ClC1=C(C=O)C(=CC=C1)OC1=CC=CC=C1 (2-chloro-6-phenoxybenzaldehyde), [H-].[Al+3].[Li+].[H-].[H-].[H-] (lithium aluminium hydride), O (water), [OH-].[Na+] (sodium hydroxide), O (water). Solvent: O1CCCC1 (tetrahydrofuran), O1CCCC1 (tetrahydrofuran). Product: ClC1=C(C(=CC=C1)OC1=CC=CC=C1)CO ((2-chloro-6-phenoxy-phenyl)-methanol). Isolated yield 94.0%. As a reaction SMILES: [Cl:1][C:2]1[CH:9]=[CH:8][CH:7]=[C:6]([O:10][C:11]2[CH:16]=[CH:15][CH:14]=[CH:13][CH:12]=2)[C:3]=1[CH:4]=[O:5].[H-].[Al+3].[Li+].[H-].[H-].[H-].O.[OH-].[Na+]>O1CCCC1>[Cl:1][C:2]1[CH:9]=[CH:8][CH:7]=[C:6]([O:10][C:11]2[CH:16]=[CH:15][CH:14]=[CH:13][CH:12]=2)[C:3]=1[CH2:4][OH:5] |f:1.2.3.4.5.6,8.9|. Procedure details: 19.0 g (77.67 mmol) of 2-chloro-6-phenoxybenzaldehyde in approximately 40 ml of tetrahydrofuran are added dropwise at room temperature in the course of 30 minutes to a suspension of 4.42 g (116.5 mmol) of lithium aluminium hydride in approximately 150 ml of tetrahydrofuran. The mixture is then heated under reflux for 4 hours, cooled and hydrolysed with 4.4 ml of water, 4.4 ml of 4N sodium hydroxide and 13.2 ml of water. The reaction mixture is boiled under reflux for 30 minutes, cooled and filte... Starting materials: CC(=O)OC(C)=O, CCOCC, O=CO, Cl, Nc1cc2c(cc1O)CCC(N)C2. Yields the product NC1CCc2cc(O)c(NC=O)cc2C1, Cl. RXN SMILES: [CH3:1][C:2]([O:3][C:4](=[O:5])[CH3:6])=[O:7].[CH3:25][CH2:26][O:27][CH2:28][CH3:29].[CH:8](=[O:9])[OH:10].[ClH:11].[NH2:12][CH:13]1[CH2:14][c:15]2[cH:16][c:17]([NH2:24])[c:18]([OH:23])[cH:19][c:20]2[CH2:21][CH2:22]1>>[CH:8](=[O:10])[NH:24][c:17]1[cH:16][c:15]2[c:20]([cH:19][c:18]1[OH:23])[CH2:21][CH2:22][CH:13]([NH2:12])[CH2:14]2.[ClH:11]. The reactants are COCCOC, O=CC1SCC(=O)N1CCCCCCC(=O)O, Cl, [H-], [Na+], COP(=O)(CC(=O)CCc1ccccc1)OC, O. Yields the product O=C(O)CCCCCCN1C(=O)CSC1C=CC(=O)CCc1ccccc1. RXN SMILES: [CH3:38][O:39][CH2:40][CH2:41][O:42][CH3:43].[CH:20](=[O:21])[CH:22]1[S:23][CH2:24][C:25](=[O:36])[N:26]1[CH2:27][CH2:28][CH2:29][CH2:30][CH2:31][CH2:32][C:33](=[O:34])[OH:35].[ClH:37].[H-:18].[Na+:19].[O:1]=[C:2]([CH2:3][P:4](=[O:5])([O:6][CH3:7])[O:8][CH3:9])[CH2:10][CH2:11][c:12]1[cH:13][cH:14][cH:15][cH:16][cH:17]1.[OH2:44]>>[O:1]=[C:2]([CH:3]=[CH:20][CH:22]1[S:23][CH2:24][C:25](=[O:36])[N:26]1[CH2:27][CH2:28][CH2:29][CH2:30][CH2:31][CH2:32][C:33](=[O:34])[OH:35])[CH2:10][CH2:11][c:12]1[cH:13][cH:14][cH:15][cH:16][cH:17]1. Reactants: CCN(CC)C(=O)C1(CC1CN)C=2C=CC=CC2.Cl.Cl (milnacipran hydrochloride), aqueous solution, [OH-].[Na+] (sodium hydroxide). Run in ClCCl (dichlormethane). Yields the product CCN(CC)C(=O)C1(CC1CN)C=2C=CC=CC2 (milnacipran). RXN SMILES: [CH3:1][CH2:2][N:3]([C:6]([C:8]1([C:13]2[CH:14]=[CH:15][CH:16]=[CH:17][CH:18]=2)[CH:10]([CH2:11][NH2:12])[CH2:9]1)=[O:7])[CH2:4][CH3:5].Cl.Cl.[OH-].[Na+]>ClCCl>[CH3:5][CH2:4][N:3]([C:6]([C:8]1([C:13]2[CH:14]=[CH:15][CH:16]=[CH:17][CH:18]=2)[CH:10]([CH2:11][NH2:12])[CH2:9]1)=[O:7])[CH2:2][CH3:1] |f:0.1.2,3.4|. Reported procedure: 1.000 g (3.53 mmol) of racemic milnacipran hydrochloride is suspended in the mixture of 10 ml of aqueous solution and 10 ml of dichlormethane, and 10% sodium hydroxide aqueous solution is added under stirring until the aqueous phase is basic (pH=11). The organic phases is separated, the aqueous phase is extracted with dichlormethane (8 ml every time) three times, the organic extracts are combined, washed two times with saturated salt water, then dried with anhydrous sodium sulfate, filtered and ...